From a dataset of the Open Reaction Database (ORD), a public repository of structured organic reaction records. describe an organic reaction: reactants, conditions, products, and yield The reactants are S(O)(O)(=O)=O (sulfuric acid), [N+](=O)(O)[O-] (nitric acid), CC1=CC(N(C(N1C1=CC(=CC=C1)C(F)(F)F)=O)CCC)=O (6-methyl-3-propyl-1-(3-trifluoromethylphenyl)pyrimidin-2,4(1H,3H)-dione), ice water. Conditions: time 3 hour. Product: CC1=C(C(N(C(N1C1=CC(=CC=C1)C(F)(F)F)=O)CCC)=O)[N+](=O)[O-] (6-methyl-5-nitro-3-propyl-1-(3-trifluoromethylphenyl)pyrimidin-2,4(1H,3H)-dione). Reaction SMILES: S(=O)(=O)(O)O.[N+:6]([O-:9])(O)=[O:7].[CH3:10][C:11]1[N:16]([C:17]2[CH:22]=[CH:21][CH:20]=[C:19]([C:23]([F:26])([F:25])[F:24])[CH:18]=2)[C:15](=[O:27])[N:14]([CH2:28][CH2:29][CH3:30])[C:13](=[O:31])[CH:12]=1>>[CH3:10][C:11]1[N:16]([C:17]2[CH:22]=[CH:21][CH:20]=[C:19]([C:23]([F:26])([F:25])[F:24])[CH:18]=2)[C:15](=[O:27])[N:14]([CH2:28][CH2:29][CH3:30])[C:13](=[O:31])[C:12]=1[N+:6]([O-:9])=[O:7]. Procedure: To concentrated sulfuric acid (2.0 ml) were added in ice bath fuming nitric acid (0.2 ml), 6-methyl-3-propyl-1-(3-trifluoromethylphenyl)pyrimidin-2,4(1H,3H)-dione (prepared in Reference Example 21) (200.0 mg) and the resulting mixture was stirred for three hours in ice bath. The reaction mixture was poured into ice water, and the precipitated solids were collected by filtration to afford 6-methyl-5-nitro-3-propyl-1-(3-trifluoromethylphenyl)pyrimidin-2,4(1H,3H)-dione (219.0 mg). The reactants are C1CNCCN1, COc1ccc(-c2coc3cc(OCC4CO4)ccc3c2=O)cc1OC, CCO. Product: COc1ccc(-c2coc3cc(OCC(O)CN4CCNCC4)ccc3c2=O)cc1OC. RXN SMILES: [CH2:27]1[CH2:28][NH:29][CH2:30][CH2:31][NH:32]1.[CH3:1][O:2][c:3]1[cH:4][c:5](-[c:11]2[cH:12][o:13][c:14]3[cH:15][c:16]([O:22][CH2:23][CH:24]4[O:25][CH2:26]4)[cH:17][cH:18][c:19]3[c:20]2=[O:21])[cH:6][cH:7][c:8]1[O:9][CH3:10].[CH3:33][CH2:34][OH:35]>>[CH3:1][O:2][c:3]1[cH:4][c:5](-[c:11]2[cH:12][o:13][c:14]3[cH:15][c:16]([O:22][CH2:23][CH:24]([OH:25])[CH2:26][N:29]4[CH2:28][CH2:27][NH:32][CH2:31][CH2:30]4)[cH:17][cH:18][c:19]3[c:20]2=[O:21])[cH:6][cH:7][c:8]1[O:9][CH3:10]. Starting materials: BrC=1C=CC=2C3=C(C=NC2C1)N=C(N3CC3CCCCC3)COCC (7-bromo-1-cylcohexylmethyl-2-ethoxymethyl-1H-imidazo[4,5-c]quinoline), ClC=1C=C(C(=O)OO)C=CC1 (3-Chloroperoxybenzoic acid), [OH-].[NH4+] (ammonium hydroxide), C1(=CC=C(C=C1)S(=O)(=O)Cl)C (p-toluenesulfonyl chloride). Solvent: C(C)#N (acetonitrile). Product: BrC=1C=CC=2C3=C(C(=NC2C1)N)N=C(N3CC3CCCCC3)COCC (7-bromo-1-cylcohexylmethyl-2-ethoxymethyl-1H-imidazo[4,5-c]quinolin-4-amine). Reaction SMILES: [Br:1][C:2]1[CH:3]=[CH:4][C:5]2[C:6]3[N:14]([CH2:15][CH:16]4[CH2:21][CH2:20][CH2:19][CH2:18][CH2:17]4)[C:13]([CH2:22][O:23][CH2:24][CH3:25])=[N:12][C:7]=3[CH:8]=[N:9][C:10]=2[CH:11]=1.ClC1C=C(C=CC=1)C(OO)=O.[OH-].[NH4+:38].C1(C)C=CC(S(Cl)(=O)=O)=CC=1>C(#N)C>[Br:1][C:2]1[CH:3]=[CH:4][C:5]2[C:6]3[N:14]([CH2:15][CH:16]4[CH2:21][CH2:20][CH2:19][CH2:18][CH2:17]4)[C:13]([CH2:22][O:23][CH2:24][CH3:25])=[N:12][C:7]=3[C:8]([NH2:38])=[N:9][C:10]=2[CH:11]=1 |f:2.3|. Procedure: The method described in Part J of Example 365 was used to oxidize and aminate 7-bromo-1-cylcohexylmethyl-2-ethoxymethyl-1H-imidazo[4,5-c]quinoline (7.58 g, 22.0 mmol). 3-Chloroperoxybenzoic acid (9.1 g of 50% pure material, 26.4 mmol) was added in five portions during the oxidation step, and the amination with ammonium hydroxide (55 mL) and p-toluenesulfonyl chloride (6.3 g, 33 mmol) proceeded overnight. The crude product was obtained as an oil, which was treated with acetonitrile to form a prec... Starting materials: CC(C)(C)[O-], CCOC(C)=O, COc1c(Cl)ccnc1C, OCC(F)(F)C(F)(F)F, [K+]. The product is COc1c(OCC(F)(F)C(F)(F)F)ccnc1C. RXN SMILES: [CH3:10][C:11]([CH3:12])([O-:13])[CH3:14].[CH3:26][CH2:27][O:28][C:29](=[O:30])[CH3:31].[Cl:16][c:17]1[c:18]([O:24][CH3:25])[c:19]([CH3:23])[n:20][cH:21][cH:22]1.[F:1][C:2]([CH2:3][OH:4])([C:5]([F:6])([F:7])[F:8])[F:9].[K+:15]>>[F:1][C:2]([CH2:3][O:4][c:17]1[c:18]([O:24][CH3:25])[c:19]([CH3:23])[n:20][cH:21][cH:22]1)([C:5]([F:6])([F:7])[F:8])[F:9]. The reactants are 3-nitrobenzyl, stannous chloride, FC1=C(C#N)C=C(C=C1)[N+](=O)[O-] (2-fluoro-5-nitrobenzonitrile), [N+](=O)([O-])C=1C=C(CN)C=CC1 (3-nitrobenzyl amine). Solvent: C(C)O (ethanol). Yields the product Compound 84, NC=1C=C2C=CNC2=CC1 (5-amino indole). As a reaction SMILES: F[C:2]1[CH:9]=[CH:8][C:7]([N+:10]([O-])=O)=[CH:6][C:3]=1[C:4]#N.[N+:13]([C:16]1C=C(C=CC=1)CN)([O-])=O>C(O)C>[NH2:10][C:7]1[CH:6]=[C:3]2[C:2](=[CH:9][CH:8]=1)[NH:13][CH:16]=[CH:4]2. Reported procedure: Compound 84 was prepared using methods shown in Example 1, wherein 2-fluoro-5-nitrobenzonitrile was reacted with 3-nitrobenzyl amine in Step A. Following steps B through E, the 3-nitrobenzyl intermediate was reduced using stannous chloride in ethanol to provide the corresponding 5-amino indole intermediate. Dimethylation of the 5-amino group was carried out using aqueous formaldehyde solution (37% w/w, 10 eq.) and MP-cyanoborohydride resion (2.42 mmol/g, 1.5 eq.) in methanol:acetic acid (9:1, v/... Reactants: O=C([O-])[O-], COCCOC, CO, Cc1nc2c(I)c(-c3ccccc3Cl)nn2c(=O)[nH]1, OB(O)c1ccc(Cl)cc1, ClCCl, [Na+], [Na+]. Product: Cc1nc2c(-c3ccc(Cl)cc3)c(-c3ccccc3Cl)nn2c(=O)[nH]1. As a reaction SMILES: [C:30](=[O:31])([O-:32])[O-:33].[CH2:39]([CH2:40][O:41][CH3:42])[O:43][CH3:44].[CH3:45][OH:46].[Cl:1][c:2]1[c:3](-[c:8]2[n:9][n:10]3[c:11]([n:12][c:13]([CH3:17])[nH:14][c:15]3=[O:16])[c:18]2[I:19])[cH:4][cH:5][cH:6][cH:7]1.[Cl:20][c:21]1[cH:22][cH:23][c:24]([B:27]([OH:28])[OH:29])[cH:25][cH:26]1.[Cl:36][CH2:37][Cl:38].[Na+:34].[Na+:35]>>[Cl:1][c:2]1[c:3](-[c:8]2[n:9][n:10]3[c:11]([n:12][c:13]([CH3:17])[nH:14][c:15]3=[O:16])[c:18]2-[c:24]2[cH:23][cH:22][c:21]([Cl:20])[cH:26][cH:25]2)[cH:4][cH:5][cH:6][cH:7]1. The reactants are C(CCC)[Li] (n-Butyllithium), solution, IC1=CC=C(C=C1)I (1,4-diiodobenzene), CC(C(C)=O)C (3-methyl-2-butanone), Cl (HCl). As a reaction SMILES: C([Li])CCC.I[C:7]1[CH:12]=[CH:11][C:10]([I:13])=[CH:9][CH:8]=1.[CH3:14][CH:15]([CH3:19])[C:16](=[O:18])[CH3:17].Cl>C1COCC1>[I:13][C:10]1[CH:11]=[CH:12][C:7]([C:16]([OH:18])([CH:15]([CH3:19])[CH3:14])[CH3:17])=[CH:8][CH:9]=1. Yields the product IC1=CC=C(C=C1)C(C)(C(C)C)O (2-(4-iodophenyl)-3-methylbutan-2-ol). Procedure details: n-Butyllithium (37.0 mL of a 2.5 M solution in hexanes, 92.8 mmol) was added to a stirred solution of 1,4-diiodobenzene (30.0 g, 90.9 mmol) in THF (200 mL) at −78° C. After approximately 20 min, 3-methyl-2-butanone (10.2 mL, 95.5 mmol) was added, and the resulting mixture was allowed to stir at −78° C. for about 1 h. The reaction mixture was poured into aqueous 1N HCl and extracted twice with diethyl ether. The combined organic extracts were washed water, brine, dried (magnesium sulfate) and con... Run in hexanes, C1CCOC1 (THF). Reaction conditions: temperature -78 celsius, time 20 minute. The reactants are CCOC(=O)N1CCC2C(C1)c1cc(Br)cc3c1N2CC(C)N3C(=O)OCC, O=C([O-])[O-], CCOC(C)=O, OB(O)c1ccc(Cl)cc1Cl, [Na+], [Na+], CN(C)C=O, c1ccc(P(c2ccccc2)(c2ccccc2)[Pd](P(c2ccccc2)(c2ccccc2)c2ccccc2)(P(c2ccccc2)(c2ccccc2)c2ccccc2)P(c2ccccc2)(c2ccccc2)c2ccccc2)cc1. Yields the product CCOC(=O)N1CCC2C(C1)c1cc(-c3ccc(Cl)cc3Cl)cc3c1N2CC(C)N3C(=O)OCC. As a reaction SMILES: [Br:1][c:2]1[cH:3][c:4]2[c:5]3[c:10]([cH:11]1)[N:9]([C:12](=[O:13])[O:14][CH2:15][CH3:16])[CH:8]([CH3:17])[CH2:7][N:6]3[CH:18]1[CH:19]2[CH2:20][N:21]([C:24](=[O:25])[O:26][CH2:27][CH3:28])[CH2:22][CH2:23]1.[C:40](=[O:41])([O-:42])[O-:43].[CH3:51][CH2:52][O:53][C:54](=[O:55])[CH3:56].[Cl:29][c:30]1[c:31]([B:37]([OH:38])[OH:39])[cH:32][cH:33][c:34]([Cl:36])[cH:35]1.[Na+:44].[Na+:45].[O:46]=[CH:47][N:48]([CH3:49])[CH3:50].[cH:57]1[cH:58][cH:59][c:60]([P:61]([Pd:62]([P:63]([c:64]2[cH:65][cH:66][cH:67][cH:68][cH:69]2)([c:70]2[cH:71][cH:72][cH:73][cH:74][cH:75]2)[c:76]2[cH:77][cH:78][cH:79][cH:80][cH:81]2)([P:82]([c:83]2[cH:84][cH:85][cH:86][cH:87][cH:88]2)([c:89]2[cH:90][cH:91][cH:92][cH:93][cH:94]2)[c:95]2[cH:96][cH:97][cH:98][cH:99][cH:100]2)[P:101]([c:102]2[cH:103][cH:104][cH:105][cH:106][cH:107]2)([c:108]2[cH:109][cH:110][cH:111][cH:112][cH:113]2)[c:114]2[cH:115][cH:116][cH:117][cH:118][cH:119]2)([c:120]2[cH:121][cH:122][cH:123][cH:124][cH:125]2)[c:126]2[cH:127][cH:128][cH:129][cH:130][cH:131]2)[cH:132][cH:133]1>>[c:2]1(-[c:31]2[c:30]([Cl:29])[cH:35][c:34]([Cl:36])[cH:33][cH:32]2)[cH:3][c:4]2[c:5]3[c:10]([cH:11]1)[N:9]([C:12](=[O:13])[O:14][CH2:15][CH3:16])[CH:8]([CH3:17])[CH2:7][N:6]3[CH:18]1[CH:19]2[CH2:20][N:21]([C:24](=[O:25])[O:26][CH2:27][CH3:28])[CH2:22][CH2:23]1. Reactants: [N+](=O)([O-])C1=CC=C(COC(=O)NC2=CC3=C(SC4=C3C=CC=C4)C=C2)C=C1 (2-(4-Nitrobenzoxycarbonylamino)dibenzothiophene), OO (hydrogen peroxide). The solvent is C(C)(=O)O (acetic acid). Conditions: temperature 60 celsius. The product is O=S1C2=C(C3=C1C=CC=C3)C=C(C=C2)NC(=O)OCC2=CC=C(C=C2)[N+](=O)[O-] (5-Oxo-2-(4-nitrobenzoxycarbonylamino)dibenzothiophene). As a reaction SMILES: [N+:1]([C:4]1[CH:27]=[CH:26][C:7]([CH2:8][O:9][C:10]([NH:12][C:13]2[CH:25]=[CH:24][C:16]3[S:17][C:18]4[CH:23]=[CH:22][CH:21]=[CH:20][C:19]=4[C:15]=3[CH:14]=2)=[O:11])=[CH:6][CH:5]=1)([O-:3])=[O:2].[OH:28]O>C(O)(=O)C>[O:28]=[S:17]1[C:18]2[CH:23]=[CH:22][CH:21]=[CH:20][C:19]=2[C:15]2[CH:14]=[C:13]([NH:12][C:10]([O:9][CH2:8][C:7]3[CH:26]=[CH:27][C:4]([N+:1]([O-:3])=[O:2])=[CH:5][CH:6]=3)=[O:11])[CH:25]=[CH:24][C:16]1=2. Reported procedure: 2-(4-Nitrobenzoxycarbonylamino)dibenzothiophene (Example 1; 364 mg, 1.0 mmol) was suspended in a mixture of glacial acetic acid (5.0 ml) and 30% hydrogen peroxide (565 mg, 5 mmol) and the mixture was warmed at 60° C. for 2 hours. The suspension of the title compound was filtered and air dried. TLC: (2:1; EtOAc:isohexane) Rf=0.30.